From a dataset of the Open Reaction Database (ORD), a public repository of structured organic reaction records. describe an organic reaction: reactants, conditions, products, and yield The reactants are COc1ccc(N)cc1, Cc1ccccc1, O=Cc1ncccc1F, [Na+], [Na+], O=S(=O)([O-])[O-]. The product is COc1ccc(N=Cc2ncccc2F)cc1. Reaction SMILES: [CH3:10][O:11][c:12]1[cH:13][cH:14][c:15]([NH2:18])[cH:16][cH:17]1.[CH3:26][c:27]1[cH:28][cH:29][cH:30][cH:31][cH:32]1.[F:1][c:2]1[c:3]([CH:8]=[O:9])[n:4][cH:5][cH:6][cH:7]1.[Na+:19].[Na+:20].[O-:21][S:22](=[O:23])(=[O:24])[O-:25]>>[F:1][c:2]1[c:3]([CH:8]=[N:18][c:15]2[cH:14][cH:13][c:12]([O:11][CH3:10])[cH:17][cH:16]2)[n:4][cH:5][cH:6][cH:7]1. Starting materials: COc1cccc(C(C)NC(C)c2ccccc2)c1, CI, COS(=O)(=O)OC. Yields the product COc1cccc(C(C)N(C)C(C)c2ccccc2)c1. RXN SMILES: [CH3:1][O:2][c:3]1[cH:4][c:5]([CH:9]([CH3:10])[NH:11][CH:12]([CH3:13])[c:14]2[cH:15][cH:16][cH:17][cH:18][cH:19]2)[cH:6][cH:7][cH:8]1.[CH3:20][I:21].[CH3:22][O:23][S:24]([O:25][CH3:26])(=[O:27])=[O:28]>>[CH3:1][O:2][c:3]1[cH:4][c:5]([CH:9]([CH3:10])[N:11]([CH:12]([CH3:13])[c:14]2[cH:15][cH:16][cH:17][cH:18][cH:19]2)[CH3:22])[cH:6][cH:7][cH:8]1. The reactants are Intermediate I, COC1=C(C=CC=C1)CN ((2-methoxyphenyl)methanamine), BrC=1C=CC=2N(C1)C=C(N2)C(=O)OCC (ethyl 6-bromoimidazo[1,2-a]pyridine-2-carboxylate). The product is BrC=1C=CC=2N(C1)C=C(N2)C(=O)NCC2=C(C=CC=C2)OC (6-Bromo-N-(2-methoxybenzyl)imidazo[1,2-a]pyridine-2-carboxamide). Reaction SMILES: [CH3:1][O:2][C:3]1[CH:8]=[CH:7][CH:6]=[CH:5][C:4]=1[CH2:9][NH2:10].[Br:11][C:12]1[CH:13]=[CH:14][C:15]2[N:16]([CH:18]=[C:19]([C:21](OCC)=[O:22])[N:20]=2)[CH:17]=1>>[Br:11][C:12]1[CH:13]=[CH:14][C:15]2[N:16]([CH:18]=[C:19]([C:21]([NH:10][CH2:9][C:4]3[CH:5]=[CH:6][CH:7]=[CH:8][C:3]=3[O:2][CH3:1])=[O:22])[N:20]=2)[CH:17]=1. Procedure: The title compound was prepared by using procedures analogous to those described for the synthesis of Intermediate I, using (2-methoxyphenyl)methanamine and ethyl 6-bromoimidazo[1,2-a]pyridine-2-carboxylate as starting materials. The reactants are O=C1NC(=O)C(c2ccc3c(c2)CCC3)(c2ncnc3ncccc23)C(=O)N1, Cl, [Na+], [OH-], O. The product is c1cnc2ncnc(Cc3ccc4c(c3)CCC4)c2c1. RXN SMILES: [CH2:1]1[CH2:2][CH2:3][c:4]2[cH:5][c:6]([C:10]3([c:19]4[c:20]5[c:21]([n:22][cH:23][n:24]4)[n:25][cH:26][cH:27][cH:28]5)[C:11](=[O:12])[NH:13][C:14](=[O:15])[NH:16][C:17]3=[O:18])[cH:7][cH:8][c:9]21.[ClH:31].[Na+:30].[OH-:29].[OH2:32]>>[CH2:1]1[CH2:2][CH2:3][c:4]2[cH:5][c:6]([CH2:10][c:19]3[c:20]4[c:21]([n:22][cH:23][n:24]3)[n:25][cH:26][cH:27][cH:28]4)[cH:7][cH:8][c:9]21. Starting materials: solution, C(C)[BH-](CC)CC.[Li+] (lithium triethylborohydride), C([O-])(O)=O.[Na+] (sodium bicarbonate), O=C1CC[C@H](N1C(=O)OC(C)(C)C)C(=O)OC(C)(C)C (di-tert-butyl (S)-5-oxopyrrolidine-1,2-dicarboxylate), OO (hydrogen peroxide). The solvent is C1CCOC1 (THF), C1CCOC1 (THF). Conditions: temperature -78 celsius, time 30 minute. Product: OC1CC[C@H](N1C(=O)OC(C)(C)C)C(=O)OC(C)(C)C (di-tert-butyl (S)-5-hydroxypyrrolidine-1,2-dicarboxylate). Reaction SMILES: [O:1]=[C:2]1[N:6]([C:7]([O:9][C:10]([CH3:13])([CH3:12])[CH3:11])=[O:8])[C@H:5]([C:14]([O:16][C:17]([CH3:20])([CH3:19])[CH3:18])=[O:15])[CH2:4][CH2:3]1.C([BH-](CC)CC)C.[Li+].C(=O)(O)[O-].[Na+].OO>C1COCC1>[OH:1][CH:2]1[N:6]([C:7]([O:9][C:10]([CH3:13])([CH3:12])[CH3:11])=[O:8])[C@H:5]([C:14]([O:16][C:17]([CH3:20])([CH3:19])[CH3:18])=[O:15])[CH2:4][CH2:3]1 |f:1.2,3.4|. Reported procedure: 93 g of di-tert-butyl (S)-5-oxopyrrolidine-1,2-dicarboxylate were dissolved in 600 ml of THF and cooled to −78° C. 392 ml of a 1N solution of lithium triethylborohydride in THF were added dropwise over the course of 90 min. The mixture was then stirred at −70° C. for 30 min. Subsequently, 240 ml of saturated sodium bicarbonate solution were added dropwise to the solution. The temperature was allowed to rise to −15° C. and then 160 ml of a 30% strength hydrogen peroxide solution were added dropwi...